Dataset: the Open Reaction Database (ORD), a public repository of structured organic reaction records. Task: describe an organic reaction: reactants, conditions, products, and yield Reactants: NC(CC(=O)O)C(=O)O (DL-Aspartic acid), [OH-].[Na+] (NaOH), C(CCC)N=C=O (n-butyl isocyanate). Conditions: time 2 hour. Yields the product C(CCC)N1C(NC(C1=O)CC(=O)O)=O (3-n-Butylhydantoin-5-acetic acid). As a reaction SMILES: [NH2:1][CH:2]([C:7]([OH:9])=O)[CH2:3][C:4]([OH:6])=[O:5].[OH-].[Na+].[CH2:12]([N:16]=[C:17]=[O:18])[CH2:13][CH2:14][CH3:15]>>[CH2:12]([N:16]1[C:7](=[O:9])[CH:2]([CH2:3][C:4]([OH:6])=[O:5])[NH:1][C:17]1=[O:18])[CH2:13][CH2:14][CH3:15] |f:1.2|. Reported procedure: DL-Aspartic acid (6.65 g, 0.05 mole) in 2N-NaOH (50 ml, 2 equiv.) was cooled to 0° C. and n-butyl isocyanate (7.5 g, 0.075 mole) added during 15 minutes to the stirred solution. Stirring was continued for 2 hours and the mixture left at room temperature overnight. The mixture was then filtered, acidified with concentrated hydrochloric acid (50 ml) and heated on a steam-bath for 30 minutes. The mixture was cooled, diluted with water and continuously extracted with ether for 21/2 hours. Removal of...